This data is from the Open Reaction Database (ORD), a public repository of structured organic reaction records. The task is: describe an organic reaction: reactants, conditions, products, and yield The reactants are C1(=CCCC1)C(=O)N1CCNCC1 (N-(1-cyclopenten-1-ylcarbonyl)piperazine), ClC1=NC2=CC(=C(C=C2C(=N1)N)OC)OC (2-chloro-4-amino-6,7-dimethoxyquinazoline). Product: NC1=NC(=NC2=CC(=C(C=C12)OC)OC)N1CCN(CC1)C(=O)C1=CCCC1 (4-amino-2-[4-(1-cyclopenten-1-ylcarbonyl)piperazinyl]-6,7-dimethoxyquinazoline). As a reaction SMILES: [C:1]1([C:6]([N:8]2[CH2:13][CH2:12][NH:11][CH2:10][CH2:9]2)=[O:7])[CH2:5][CH2:4][CH2:3][CH:2]=1.Cl[C:15]1[N:24]=[C:23]([NH2:25])[C:22]2[C:17](=[CH:18][C:19]([O:28][CH3:29])=[C:20]([O:26][CH3:27])[CH:21]=2)[N:16]=1>>[NH2:25][C:23]1[C:22]2[C:17](=[CH:18][C:19]([O:28][CH3:29])=[C:20]([O:26][CH3:27])[CH:21]=2)[N:16]=[C:15]([N:11]2[CH2:10][CH2:9][N:8]([C:6]([C:1]3[CH2:5][CH2:4][CH2:3][CH:2]=3)=[O:7])[CH2:13][CH2:12]2)[N:24]=1. Procedure details: N-(1-cyclopenten-1-ylcarbonyl)piperazine (1.8 g., 0.01 mole) and 2-chloro-4-amino-6,7-dimethoxyquinazoline (2.4 g., 0.01 mole) are reacted according to the procedure of Example 1(a). The isolated product crystallized from methanol affords analytically pure 4-amino-2-[4-(1-cyclopenten-1-ylcarbonyl)piperazinyl]-6,7-dimethoxyquinazoline, m.p. 256.5°-258.0° C. (corr.). Starting materials: CNS(=O)(=O)c1ccc(CNC(=O)c2cc(Br)cc3c2cnn3-c2ccc(F)cc2)cc1, CNCCNC, CS(=O)[O-], CS(C)=O, [Cu+2], [Na+], O=S(=O)([O-])C(F)(F)F, O=S(=O)([O-])C(F)(F)F. Product: CNS(=O)(=O)c1ccc(CNC(=O)c2cc(S(C)(=O)=O)cc3c2cnn3-c2ccc(F)cc2)cc1. RXN SMILES: [CH3:1][NH:2][S:3](=[O:4])(=[O:5])[c:6]1[cH:7][cH:8][c:9]([CH2:10][NH:11][C:12](=[O:13])[c:14]2[c:15]3[cH:16][n:17][n:18](-[c:24]4[cH:25][cH:26][c:27]([F:30])[cH:28][cH:29]4)[c:19]3[cH:20][c:21]([Br:23])[cH:22]2)[cH:31][cH:32]1.[CH3:33][NH:34][CH2:35][CH2:36][NH:37][CH3:38].[CH3:39][S:40](=[O:41])[O-:42].[CH3:61][S:62]([CH3:63])=[O:64].[Cu+2:52].[Na+:43].[S:44]([O-:45])([C:46]([F:47])([F:48])[F:49])(=[O:50])=[O:51].[S:53]([O-:54])([C:55]([F:56])([F:57])[F:58])(=[O:59])=[O:60]>>[CH3:1][NH:2][S:3](=[O:4])(=[O:5])[c:6]1[cH:7][cH:8][c:9]([CH2:10][NH:11][C:12](=[O:13])[c:14]2[c:15]3[cH:16][n:17][n:18](-[c:24]4[cH:25][cH:26][c:27]([F:30])[cH:28][cH:29]4)[c:19]3[cH:20][c:21]([S:40]([CH3:39])(=[O:41])=[O:42])[cH:22]2)[cH:31][cH:32]1. Starting materials: BrC=1C=CC2=C(OCCC3=C2SC(=C3)C3=NNC=C3C3=C(C=CC=C3)Cl)C1 (3-(8-bromo-4,5-dihydrobenzo[b]thieno[2,3-d]oxepin-2-yl)-4-(2-chlorophenyl)-1H-pyrazole), C(#N)[Cu] (CuCN). Yields the product ClC1=C(C=CC=C1)C=1C(=NNC1)C1=CC2=C(C3=C(OCC2)C=C(C=C3)C#N)S1 (2-(4-(2-chlorophenyl)-1H-pyrazol-3-yl)-4,5-dihydrobenzo[b]thieno[2,3-d]oxepine-8-carbonitrile). Reported procedure: Following the procedure of Example 53, 3-(8-bromo-4,5-dihydrobenzo[b]thieno[2,3-d]oxepin-2-yl)-4-(2-chlorophenyl)-1H-pyrazole and CuCN gave 275. MS: (ESI+) 404.1 RXN SMILES: Br[C:2]1[CH:3]=[CH:4][C:5]2[C:11]3[S:12][C:13]([C:15]4[C:19]([C:20]5[CH:25]=[CH:24][CH:23]=[CH:22][C:21]=5[Cl:26])=[CH:18][NH:17][N:16]=4)=[CH:14][C:10]=3[CH2:9][CH2:8][O:7][C:6]=2[CH:27]=1.[C:28]([Cu])#[N:29]>>[Cl:26][C:21]1[CH:22]=[CH:23][CH:24]=[CH:25][C:20]=1[C:19]1[C:15]([C:13]2[S:12][C:11]3[C:5]4[CH:4]=[CH:3][C:2]([C:28]#[N:29])=[CH:27][C:6]=4[O:7][CH2:8][CH2:9][C:10]=3[CH:14]=2)=[N:16][NH:17][CH:18]=1. The reactants are BrC=C(C)C1=C(C=CC=C1)Cl (1-(1-Bromoprop-1-en-2-yl)-2-chlorobenzene), ClC1=CC=2C3=C(NC2C=C1)CCN(C3)C (8-Chloro-2-methyl-2,3,4,5-tetrahydro-1H-pyrido[4,3-b]indole), N1[C@H](C(=O)O)CCC1 (L-proline), P(=O)([O-])([O-])[O-].[K+].[K+].[K+] (potassium phosphate). Reagents/catalysts: [Cu]I (Copper (I) iodide). Run in CN(C)C=O (DMF). Conditions: time 10 minute. Product: ClC1=CC=2C3=C(N(C2C=C1)\C=C(/C)\C1=C(C=CC=C1)Cl)CCN(C3)C ((E)-8-chloro-5-(2-(2-chlorophenyl)prop-1-enyl)-2-methyl-2,3,4,5-tetrahydro-1H-pyrido[4,3-b]indole). Reaction SMILES: [Cl:1][C:2]1[CH:10]=[CH:9][C:8]2[NH:7][C:6]3[CH2:11][CH2:12][N:13]([CH3:15])[CH2:14][C:5]=3[C:4]=2[CH:3]=1.N1CCC[C@H]1C(O)=O.P([O-])([O-])([O-])=O.[K+].[K+].[K+].Br[CH:33]=[C:34]([C:36]1[CH:41]=[CH:40][CH:39]=[CH:38][C:37]=1[Cl:42])[CH3:35]>CN(C=O)C.[Cu]I>[Cl:1][C:2]1[CH:10]=[CH:9][C:8]2[N:7](/[CH:33]=[C:34](/[C:36]3[CH:41]=[CH:40][CH:39]=[CH:38][C:37]=3[Cl:42])\[CH3:35])[C:6]3[CH2:11][CH2:12][N:13]([CH3:15])[CH2:14][C:5]=3[C:4]=2[CH:3]=1 |f:2.3.4.5|. Procedure: 8-Chloro-2-methyl-2,3,4,5-tetrahydro-1H-pyrido[4,3-b]indole (220 mg, 1 mmol) was dissolved in DMF. Copper (I) iodide (19 mg, 0.1 mmol), L-proline (23 mg, 0.2 mmol) and potassium phosphate (424 mg, 2 mmol) were added and the reaction mixture was stirred for 10 min. at RT. 1-(1-Bromoprop-1-en-2-yl)-2-chlorobenzene (277 mg, 1.2 mmol) was added dropwise and the reaction mixture was purged with nitrogen. The reaction mixture was heated overnight at 85° C. (prolonged heating in some cases was required... The reactants are [BH4-], C1CCOC1, CO, O=C1NS(=O)(=O)CCC1c1ccc([N+](=O)[O-])cc1F, [Na+], O=C(O)C(F)(F)F. Product: O=[N+]([O-])c1ccc(C2CCS(=O)(=O)NC2)c(F)c1. RXN SMILES: [BH4-:20].[CH2:22]1[O:23][CH2:24][CH2:25][CH2:26]1.[CH3:34][OH:35].[F:1][c:2]1[c:3]([CH:11]2[C:12](=[O:19])[NH:13][S:14](=[O:17])(=[O:18])[CH2:15][CH2:16]2)[cH:4][cH:5][c:6]([N+:8](=[O:9])[O-:10])[cH:7]1.[Na+:21].[OH:27][C:28]([C:29]([F:30])([F:31])[F:32])=[O:33]>>[F:1][c:2]1[c:3]([CH:11]2[CH2:12][NH:13][S:14](=[O:17])(=[O:18])[CH2:15][CH2:16]2)[cH:4][cH:5][c:6]([N+:8](=[O:9])[O-:10])[cH:7]1. RXN SMILES: [Br-:7].[C:8]([CH3:9])([CH3:10])([CH3:11])[Si:12]([O:13][CH2:14][c:15]1[c:16]([Cl:22])[cH:17][c:18]([Mg+:21])[cH:19][cH:20]1)([c:23]1[cH:24][cH:25][cH:26][cH:27][cH:28]1)[c:29]1[cH:30][cH:31][cH:32][cH:33][cH:34]1.[CH3:35][N:36]([CH3:37])[P:38](=[O:39])([N:40]([CH3:41])[CH3:42])[N:43]([CH3:44])[CH3:45].[CH3:51][S:52][CH3:53].[Cu:54]([Br:55])[Br:56].[I:1][CH2:2][CH2:3][CH2:4][CH2:5][CH3:6].[O:46]1[CH2:47][CH2:48][CH2:49][CH2:50]1>>[CH2:2]([CH2:3][CH2:4][CH2:5][CH3:6])[c:18]1[cH:17][c:16]([Cl:22])[c:15]([CH2:14][O:13][Si:12]([C:8]([CH3:9])([CH3:10])[CH3:11])([c:23]2[cH:24][cH:25][cH:26][cH:27][cH:28]2)[c:29]2[cH:30][cH:31][cH:32][cH:33][cH:34]2)[cH:20][cH:19]1. Yields the product CCCCCc1ccc(CO[Si](c2ccccc2)(c2ccccc2)C(C)(C)C)c(Cl)c1. Reactants: [Br-], CC(C)(C)[Si](OCc1ccc([Mg+])cc1Cl)(c1ccccc1)c1ccccc1, CN(C)P(=O)(N(C)C)N(C)C, CSC, Br[Cu]Br, CCCCCI, C1CCOC1.